This data is from the Open Reaction Database (ORD), a public repository of structured organic reaction records. The task is: describe an organic reaction: reactants, conditions, products, and yield Starting materials: C(C)(C)(C)N1S(C2=C(C1O)C=CC=C2Cl)(=O)=O (2-t-butyl-3-hydroxy-7-chloro-2,3-dihydro-1,2-benzisothiazole-1,1-dioxide), CC1=CC=C(C=C1)S(=O)(=O)O (tosic acid), O (water). The solvent is C1=CC=CC=C1 (benzene). Run at time 16 hour. Product: ClC1=CC=CC=2C=NS(C21)(=O)=O (7-Chloro-1,2-benzisothiazole-1,1-dioxide). Isolated yield 69.9%. RXN SMILES: C([N:5]1[CH:9](O)[C:8]2[CH:11]=[CH:12][CH:13]=[C:14]([Cl:15])[C:7]=2[S:6]1(=[O:17])=[O:16])(C)(C)C.CC1C=CC(S(O)(=O)=O)=CC=1.O>C1C=CC=CC=1>[Cl:15][C:14]1[C:7]2[S:6](=[O:17])(=[O:16])[N:5]=[CH:9][C:8]=2[CH:11]=[CH:12][CH:13]=1. Reported procedure: A solution of 37 g of 2-t-butyl-3-hydroxy-7-chloro-2,3-dihydro-1,2-benzisothiazole-1,1-dioxide and 0.2 g of tosic acid in 370 mls of benzene was refluxed through a Dean-Stark water separator for 16 hours, cooled in ice and filtered to give 18.9 g of the title compound as colorless crystals, m.p. 162°-164° C. The reactants are CC(CCN)C (3-methylbutan-1-amine), N=1C=CN2C1C=C(C=C2)CNC(=O)C2=CC=C(C(=O)O)C=C2 (4-(imidazo[1,2-a]pyridin-7-ylmethylcarbamoyl)benzoic acid), [N+](=O)([O-])C1=CC=C(C(=O)O)C=C1 (4-nitrobenzoic acid). The product is N=1C=CN2C1C=C(C=C2)CNC(C2=CC=C(C=C2)C(=O)N2CCCCC2)=O (N-(imidazo[1,2-a]pyridin-7-ylmethyl)-4-(piperidin-1-ylcarbonyl)benzamide). Reaction SMILES: CC(C)CCN.[N:7]1[CH:8]=[CH:9][N:10]2[CH:15]=[CH:14][C:13]([CH2:16][NH:17][C:18]([C:20]3[CH:28]=[CH:27][C:23]([C:24]([OH:26])=O)=[CH:22][CH:21]=3)=[O:19])=[CH:12][C:11]=12.[N+:29]([C:32]1C=[CH:39][C:35](C(O)=O)=[CH:34][CH:33]=1)([O-])=O>>[N:7]1[CH:8]=[CH:9][N:10]2[CH:15]=[CH:14][C:13]([CH2:16][NH:17][C:18](=[O:19])[C:20]3[CH:21]=[CH:22][C:23]([C:24]([N:29]4[CH2:32][CH2:33][CH2:34][CH2:35][CH2:39]4)=[O:26])=[CH:27][CH:28]=3)=[CH:12][C:11]=12. Procedure: The title compound was prepared as described in Example 1A, substituting piperidine for 3-methylbutan-1-amine and 4-(imidazo[1,2-a]pyridin-7-ylmethylcarbamoyl)benzoic acid for 4-nitrobenzoic acid. 1H NMR (500 MHz, DMSO-d6) δ ppm 9.18 (t, J=5.9 Hz, 1H), 8.49 (d, J=7.0 Hz, 1H), 7.96 (m, 2H), 7.89 (s, 1H), 7.52 (d, J=1.2 Hz, 1H), 7.47 (m, 2H), 7.40 (s, 1H), 6.86 (dd, J=7.0, 1.7 Hz, 1H), 4.52 (d, J=5.9 Hz, 2H), 3.59 (m, 2H), 3.24 (m, 2H), 1.66-1.38 (m, 6H); MS (ESI(+)) m/e 363 (M+H)+. Starting materials: C(C)(=O)Cl (Acetyl chloride), Cl.NCC(CC(=O)O)(C)C (4-amino-3,3-dimethyl-butyric acid hydrochloride). The solvent is C(C)O (ethanol), C(C)O (ethanol), ice water. Run at temperature 85 celsius, time 5 minute. Product: Cl.C(C)OC(CC(CN)(C)C)=O (4-amino-3,3-dimethyl-butyric acid ethyl ester hydrochloride). Isolated yield 94.0%. RXN SMILES: [C:1]([Cl:4])(=[O:3])[CH3:2].Cl.[NH2:6][CH2:7][C:8]([CH3:14])([CH3:13])[CH2:9][C:10](O)=[O:11]>C(O)C>[ClH:4].[CH2:1]([O:3][C:10](=[O:11])[CH2:9][C:8]([CH3:14])([CH3:13])[CH2:7][NH2:6])[CH3:2] |f:1.2,4.5|. Procedure: Acetyl chloride (31 ml) was added dropwise over a time period of 5 minutes to ethanol (180 ml) while stirring and cooling in ice water bath. After additional 5 minutes, the obtained solution was added to a solution of 4-amino-3,3-dimethyl-butyric acid hydrochloride (30.07 grams, 180 mmol) in ethanol (20 ml). The mixture was refluxed at 85° C. for 16 hours, and the solvent was removed under reduced pressure to give to 4-amino-3,3-dimethyl-butyric acid ethyl ester hydrochloride (33.11 grams, 94% y... Reactants: FC(CO)(S(=O)[O-])F.C(C)[NH+](CC)CC (triethylammonium 1,1-difluoro-2-hydroxy-ethane-1-sulfinate), OO (hydrogen peroxide). Solvent: O (water). Reaction conditions: temperature 40 celsius, time 1 day. The product is FC(CO)(S(=O)(=O)[O-])F.C(C)[NH+](CC)CC (triethylammonium 1,1-difluoro-2-hydroxy-ethane-1-sulfonate). Yield: 85.0%. Reaction SMILES: [F:1][C:2]([F:8])([S:5]([O-:7])=[O:6])[CH2:3][OH:4].[CH2:9]([NH+:11]([CH2:14][CH3:15])[CH2:12][CH3:13])[CH3:10].[OH:16]O>O>[F:1][C:2]([F:8])([S:5]([O-:16])(=[O:7])=[O:6])[CH2:3][OH:4].[CH2:9]([NH+:11]([CH2:14][CH3:15])[CH2:12][CH3:13])[CH3:10] |f:0.1,4.5|. Reported procedure: A 100 mL reactor was charged with 11.5 g (26% purity, 0.012 mole/1.0 equivalent) of triethylammonium 1,1-difluoro-2-hydroxy-ethane-1-sulfinate, 20 g of water and 4.2 g (0.036 mole/3.0 equivalents) of 30% hydrogen peroxide at room temperature, followed by one day of stirring at 40° C. Upon confirming the termination of the reaction, the reaction liquid underwent cooling. Thereafter, the reaction liquid was subjected to distillation of the solvent and brought into dryness, thereby obtaining 10.5 g... Reactants: C(C)(C)NC(C)C (diisopropylamine), S1C(=CC=C1)CCC(=O)OC (methyl 3-(2-thienyl)propanoate), C(CCC)C=1N(C(=CN1)C=O)CC1=C(C=CC=C1)Cl (2-n-butyl-1-(2-chlorophenyl)methyl-1H-imidazol-5-carboxaldehyde), C(CCC)[Li] (n-butyl lithium). Solvent: O1CCCC1 (tetrahydrofuran), O1CCCC1 (tetrahydrofuran), O1CCCC1 (tetrahydrofuran). Run at time 10 minute. The product is C(CCC)C=1N(C(=CN1)C(C(C(=O)OC)CC=1SC=CC1)O)CC1=C(C=CC=C1)Cl (methyl 3-[2-n-butyl-1-(2-chlorophenyl)methyl-1H-imidazol-5-yl]-3-hydroxy-2-[(2-thienyl)methyl]propanoate). The yield is 81.2%. As a reaction SMILES: C(NC(C)C)(C)C.C([Li])CCC.[S:13]1[CH:17]=[CH:16][CH:15]=[C:14]1[CH2:18][CH2:19][C:20]([O:22][CH3:23])=[O:21].[CH2:24]([C:28]1[N:29]([CH2:35][C:36]2[CH:41]=[CH:40][CH:39]=[CH:38][C:37]=2[Cl:42])[C:30]([CH:33]=[O:34])=[CH:31][N:32]=1)[CH2:25][CH2:26][CH3:27]>O1CCCC1>[CH2:24]([C:28]1[N:29]([CH2:35][C:36]2[CH:41]=[CH:40][CH:39]=[CH:38][C:37]=2[Cl:42])[C:30]([CH:33]([OH:34])[CH:19]([CH2:18][C:14]2[S:13][CH:17]=[CH:16][CH:15]=2)[C:20]([O:22][CH3:23])=[O:21])=[CH:31][N:32]=1)[CH2:25][CH2:26][CH3:27]. Procedure: To a solution of diisopropylamine (1.96 g, 0.0194 mol) in dry tetrahydrofuran (40 mL) held at -78° C. under argon was added n-butyl lithium (7.3 mL, 0.0183 mol of 2.5M in toluene), and the mixture was stirred for 10 minutes. Then, methyl 3-(2-thienyl)propanoate (2.83 g, 0.0166 mol) in tetrahydrofuran (2 mL) was added, and the mixture was stirred for 30 minutes at -78° C. A solution of 2-n-butyl-1-(2-chlorophenyl)methyl-1H-imidazol-5-carboxaldehyde (3 g, 0.0111 mol) in tetrahydrofuran (4 mL) was ... The reactants are CCc1cccc(C)c1CCl, ClCCl, CC(C)=O, [I-], CCOC(=O)c1c(C)nc2c(N)cc(C(N)=O)cn12, [Na+], [Na+], [Na+], O=C([O-])[O-]. Yields the product CCOC(=O)c1c(C)nc2c(NCc3c(C)cccc3CC)cc(C(N)=O)cn12. Reaction SMILES: [CH2:20]([CH3:21])[c:22]1[c:23]([CH2:24][Cl:25])[c:26]([CH3:30])[cH:27][cH:28][cH:29]1.[CH2:39]([Cl:40])[Cl:41].[CH3:42][C:43](=[O:44])[CH3:45].[I-:38].[NH2:1][c:2]1[c:3]2[n:4]([cH:5][c:6]([C:8](=[O:9])[NH2:10])[cH:7]1)[c:11]([C:15](=[O:16])[O:17][CH2:18][CH3:19])[c:12]([CH3:14])[n:13]2.[Na+:31].[Na+:32].[Na+:37].[O-:33][C:34](=[O:35])[O-:36]>>[NH:1]([c:2]1[c:3]2[n:4]([cH:5][c:6]([C:8](=[O:9])[NH2:10])[cH:7]1)[c:11]([C:15](=[O:16])[O:17][CH2:18][CH3:19])[c:12]([CH3:14])[n:13]2)[CH2:24][c:23]1[c:22]([CH2:20][CH3:21])[cH:29][cH:28][cH:27][c:26]1[CH3:30]. The reactants are NC1=C(C=CC=C1)NC(=O)CCCCCNC(C1=CC(=C(C=C1)Br)C)=O (N-(5-(2-aminophenylcarbamoyl)pentyl)-4-bromo-3-methylbenzamide), N1=CC=C(C=C1)B(O)O (4-pyridinyl boronic acid). The product is NC1=C(C=CC=C1)NC(=O)CCCCCNC(C1=CC(=C(C=C1)C1=CC=NC=C1)C)=O (N-(5-(2-aminophenylcarbamoyl)pentyl)-3-methyl-4-(4-pyridinyl)-benzamide). The yield is 63.0%. As a reaction SMILES: [NH2:1][C:2]1[CH:7]=[CH:6][CH:5]=[CH:4][C:3]=1[NH:8][C:9]([CH2:11][CH2:12][CH2:13][CH2:14][CH2:15][NH:16][C:17](=[O:26])[C:18]1[CH:23]=[CH:22][C:21](Br)=[C:20]([CH3:25])[CH:19]=1)=[O:10].[N:27]1[CH:32]=[CH:31][C:30](B(O)O)=[CH:29][CH:28]=1>>[NH2:1][C:2]1[CH:7]=[CH:6][CH:5]=[CH:4][C:3]=1[NH:8][C:9]([CH2:11][CH2:12][CH2:13][CH2:14][CH2:15][NH:16][C:17](=[O:26])[C:18]1[CH:23]=[CH:22][C:21]([C:30]2[CH:31]=[CH:32][N:27]=[CH:28][CH:29]=2)=[C:20]([CH3:25])[CH:19]=1)=[O:10]. Procedure: The procedure of Example 81 was repeated except for using N-(5-(2-aminophenylcarbamoyl)pentyl)-4-bromo-3-methylbenzamide instead of N-(5-(2-aminophenylcarbomoyl)pentyl)-3-bromo-2-methylbenzamide, and 4-pyridinyl boronic acid instead of phenyl boronic acid to obtain the title compound (32 mg, 63%). Starting materials: Cl.C1(=CC=CC=C1)C1(CCNCC1)C(=O)N (4-phenyl-piperidine-4-carboxylic acid amide hydrochloride), C([O-])([O-])=O.[K+].[K+] (potassium carbonate), O (water), COC1=C(C(=O)N2CC(CC2)(C2=CC(=C(C=C2)Cl)Cl)CCCS(=O)(=O)[O-])C=CC(=C1)OC (2-[1-(2,4-Dimethoxy-benzoyl)-3-(3,4-dichloro-phenyl)-pyrrolidin-3-yl]-ethyl-methanesulfonate). Solvent: C1CCOC1 (THF). Product: ClC=1C=C(C=CC1Cl)C1(CN(CC1)C(C1=C(C=C(C=C1)OC)OC)=O)CCN1CCC(CC1)(C(=O)N)C1=CC=CC=C1 (1-[2-[3-(3,4-dichloro-phenyl)-1-(2,4-dimethoxy-benzoyl)-pyrrolidin-3-yl]-ethyl]-4-phenyl-piperidine-4-carboxylic acid amide). Yield: 36.4%. RXN SMILES: [CH3:1][O:2][C:3]1[CH:30]=[C:29]([O:31][CH3:32])[CH:28]=[CH:27][C:4]=1[C:5]([N:7]1[CH2:11][CH2:10][C:9]([CH2:20][CH2:21]CS([O-])(=O)=O)([C:12]2[CH:17]=[CH:16][C:15]([Cl:18])=[C:14]([Cl:19])[CH:13]=2)[CH2:8]1)=[O:6].Cl.[C:34]1([C:40]2([C:46]([NH2:48])=[O:47])[CH2:45][CH2:44][NH:43][CH2:42][CH2:41]2)[CH:39]=[CH:38][CH:37]=[CH:36][CH:35]=1.C(=O)([O-])[O-].[K+].[K+].O>C1COCC1>[Cl:19][C:14]1[CH:13]=[C:12]([C:9]2([CH2:20][CH2:21][N:43]3[CH2:42][CH2:41][C:40]([C:34]4[CH:35]=[CH:36][CH:37]=[CH:38][CH:39]=4)([C:46]([NH2:48])=[O:47])[CH2:45][CH2:44]3)[CH2:10][CH2:11][N:7]([C:5](=[O:6])[C:4]3[CH:27]=[CH:28][C:29]([O:31][CH3:32])=[CH:30][C:3]=3[O:2][CH3:1])[CH2:8]2)[CH:17]=[CH:16][C:15]=1[Cl:18] |f:1.2,3.4.5|. Procedure details: 2-[1-(2,4-Dimethoxy-benzoyl)-3-(3,4-dichloro-phenyl)-pyrrolidin-3-yl]-ethyl-methanesulfonate (343 mg, 0.68 mmol) was dissolved in THF (8 mL) and the 4-phenyl-piperidine-4-carboxylic acid amide hydrochloride (170 mg, 0.71 mmol, 1.04 eq.), potassium carbonate (200 mg, 1.45 mmol, 2.1 eq.), and water (2 mL) were added and the solution was heated at reflux for 16 hours. The solution was concentrated in vacuo and the aqueous phase was extracted with dichloromethane, dried over magnesium sulfate, filte... Starting materials: C1(=CC=CC=C1)/C(=C(\CC)/C1=CC=CC=C1)/C1=CC=C(C=C1)C=CC(=O)O (3-[4-(Z)-(1,2-diphenylbut-1-enyl)phenyl]-acrylic acid), FC(C1=CC=C(C=C1)CS(=O)(=O)N)(F)F ([(4-trifluoromethylphenyl)-methyl]sulfonamide). Product: C1(=CC=CC=C1)C(=C(CC)C1=CC=CC=C1)C1=CC=C(C=C1)C=CC(=O)NS(=O)(=O)CC1=CC=C(C=C1)C(F)(F)F (N-{3-[4-(1,2-diphenyl-but-1-enyl)-phenyl]-acryloyl}-C-(4-trifluoromethyl-phenyl)-methanesulfonamide). RXN SMILES: [C:1]1(/[C:7](/[C:17]2[CH:22]=[CH:21][C:20]([CH:23]=[CH:24][C:25](O)=[O:26])=[CH:19][CH:18]=2)=[C:8](/[C:11]2[CH:16]=[CH:15][CH:14]=[CH:13][CH:12]=2)\[CH2:9][CH3:10])[CH:6]=[CH:5][CH:4]=[CH:3][CH:2]=1.[F:28][C:29]([F:42])([F:41])[C:30]1[CH:35]=[CH:34][C:33]([CH2:36][S:37]([NH2:40])(=[O:39])=[O:38])=[CH:32][CH:31]=1>>[C:1]1([C:7]([C:17]2[CH:22]=[CH:21][C:20]([CH:23]=[CH:24][C:25]([NH:40][S:37]([CH2:36][C:33]3[CH:32]=[CH:31][C:30]([C:29]([F:28])([F:41])[F:42])=[CH:35][CH:34]=3)(=[O:39])=[O:38])=[O:26])=[CH:19][CH:18]=2)=[C:8]([C:11]2[CH:16]=[CH:15][CH:14]=[CH:13][CH:12]=2)[CH2:9][CH3:10])[CH:2]=[CH:3][CH:4]=[CH:5][CH:6]=1. Procedure: Prepared by coupling 1a and [(4-trifluoromethylphenyl)-methyl]sulfonamide (Synlett, 1997, 375) in accordance with Procedure 1, Method B described hereinabove. Yield (11%); 1H NMR (d6-DMSO) δ 11.69 (br s, 1H), 7.74 (d, J=8.0 Hz, 2H), 7.57–7.09 (m, 15H), 6.87 (d, J=8.1 Hz, 2H), 6.41 (d, J=15.7 Hz, 1H), 4.86 (s, 2H), 2.37 (q, J=7.3 Hz, 2H), 0.83 (t, J=7.3 Hz, 3H); APcI m/z: 576 (M+H+). The reactants are CC(C(=O)OCC)(COCC)C (ethyl 2,2-dimethyl-4-oxahexanoate), CP(OC)(OC)=O (dimethyl methylphosphonate), C(CCC)[Li] (n-butyl lithium), CCCCCC (hexane). Solvent: C1CCOC1 (THF), C1CCOC1 (THF), C(C)(=O)O (acetic acid), O (water). Reaction conditions: time 30 minute. Product: CC(C(CP(OC)(OC)=O)=O)(COCC)C (dimethyl 3,3-dimethyl- 2-oxo-5-oxaheptylphosphonate). Yield: 72.2%. As a reaction SMILES: [CH3:1][P:2](=[O:7])([O:5][CH3:6])[O:3][CH3:4].C([Li])CCC.CCCCCC.[CH3:19][C:20]([CH3:30])([CH2:26][O:27]CC)[C:21]([O:23][CH2:24][CH3:25])=O>C1COCC1.O.C(O)(=O)C>[CH3:19][C:20]([CH3:30])([CH2:21][O:23][CH2:24][CH3:25])[C:26](=[O:27])[CH2:1][P:2](=[O:7])([O:5][CH3:6])[O:3][CH3:4]. Procedure: To a solution of dimethyl methylphosphonate (7.18 g, 57.5 mmol) in anhydrous THF (100 ml) was added under argon atmosphere a solution of n-butyl lithium in hexane (1.61N, 35.7 ml, 57.5 mmol) at 31 78° C. The reaction mixture was stirred for 30 min. and a solution of ethyl 2,2-dimethyl-4-oxahexanoate (4.00 g, 23.0 mmol) in anhydrous THF (15 ml) was added at -78° C. The resulting mixture was stirred for 30 min., allowed to warm to room temperature and stirred for one hour. The resulting mixture wa...